Dataset: the Open Reaction Database (ORD), a public repository of structured organic reaction records. Task: describe an organic reaction: reactants, conditions, products, and yield Reactants: CC1=N[C@@H]2[C@H]([C@@H]([C@H](O[C@@H]2O1)CO)O[C@H]3[C@@H]([C@H]([C@@H]([C@H](O3)CO)O)O)NC(=O)C)O (chitobiose oxazoline), CC(=O)N[C@@H]1[C@H]([C@@H]([C@H](O[C@H]1O[C@@H]2[C@H](OC([C@@H]([C@H]2O)NC(=O)C)O)CO)CO)O)O (N,N′-diacetylchitobiose), C(C)(=O)N[C@H]1C(O)O[C@@H]([C@H]([C@@H]1O)O[C@H]1[C@H](O)[C@@H](O)[C@@H](O)[C@H](O1)CO)CO (N-acetyllactosamine), trisaccharide oxazoline. Product: CC(=O)N[C@@H]1[C@H]([C@@H]([C@H](OC1O)CO)O[C@H]2[C@@H]([C@H]([C@H]([C@H](O2)CO)O)O)O)O.O1C=NCC1 (LacNAc oxazoline). As a reaction SMILES: C[C:2]1[O:10][C@@H:9]2[C@@H:4]([C@@H](O)[C@H](O[C@@H]3O[C@H](CO)[C@@H](O)[C@H](O)[C@H]3NC(C)=O)[C@@H](CO)O2)[N:3]=1.CC(N[C@H]1[C@H](O[C@H]2[C@H](O)[C@@H](NC(C)=O)C(O)O[C@@H]2CO)O[C@H](CO)[C@@H](O)[C@@H]1O)=O.[C:58]([NH:61][C@@H:62]1[C@@H:68]([OH:69])[C@H:67]([O:70][C@@H:71]2[O:79][C@H:78]([CH2:80][OH:81])[C@H:76]([OH:77])[C@H:74]([OH:75])[C@H:72]2[OH:73])[C@@H:66]([CH2:82][OH:83])[O:65][CH:63]1[OH:64])(=[O:60])[CH3:59]>>[CH3:59][C:58]([NH:61][C@H:62]1[CH:63]([OH:64])[O:65][C@H:66]([CH2:82][OH:83])[C@@H:67]([O:70][C@@H:71]2[O:79][C@H:78]([CH2:80][OH:81])[C@H:76]([OH:77])[C@H:74]([OH:75])[C@H:72]2[OH:73])[C@@H:68]1[OH:69])=[O:60].[O:10]1[CH2:9][CH2:4][N:3]=[CH:2]1 |f:3.4|. Procedure details: To prepare trisaccharide oxazoline 3, the 4′,6′-O-benzylidene group in 15 was selectively removed by treatment with 80% aqueous AcOH at 50° C. The resulting compound 21 was then selectively glycosylated at the 6′-OH position with 2,3,4,6-tetra-O-benzoyl-β-D-mannopyranosyl trichloroacetimidate under the catalysis of TMSOTf to give trisaccharide derivative 23 (76%). De-O-benzoylation of 23 with subsequent O-acetylation afforded the O-acetylated pentenyl glycoside 25. Finally, compound 25 was conve... Starting materials: BrC=1C(=NN(C1)C)CO ((4-bromo-1-methyl-1H-pyrazol-3-yl)methanol), [Si](C)(C)(C(C)(C)C)Cl (tert-butyldimethylsilyl chloride), N1C=NC=C1 (1H-Imidazole), C(Cl)Cl (DCM). Reagents/catalysts: CN(C1=CC=NC=C1)C (4-dimethylaminopyridine). Run at time 1 hour. Yields the product BrC=1C(=NN(C1)C)CO[Si](C)(C)C(C)(C)C (4-Bromo-3-({[tert-butyl(dimethyl)silyl]oxy}methyl)-1-methyl-1H-pyrazole). RXN SMILES: [Br:1][C:2]1[C:3]([CH2:8][OH:9])=[N:4][N:5]([CH3:7])[CH:6]=1.[Si:10](Cl)([C:13]([CH3:16])([CH3:15])[CH3:14])([CH3:12])[CH3:11].N1C=CN=C1.C(Cl)Cl>CN(C)C1C=CN=CC=1>[Br:1][C:2]1[C:3]([CH2:8][O:9][Si:10]([C:13]([CH3:16])([CH3:15])[CH3:14])([CH3:12])[CH3:11])=[N:4][N:5]([CH3:7])[CH:6]=1. Procedure details: A mixture of (4-bromo-1-methyl-1H-pyrazol-3-yl)methanol (100.0 mg, 0.5235 mmol), tert-butyldimethylsilyl chloride (236.7 mg, 1.570 mmol), 4-dimethylaminopyridine (12.79 mg, 0.1047 mmol), 1H-Imidazole (106.9 mg, 1.570 mmol) and DCM (40 mL, 700 mmol) was stirred at rt for 1 h. The material was transferred to a separatory funnel and partitioned between DCM and water. The organic layer was dry-loaded onto silica gel for column chromatography, eluting with 2% EtOAc/hexanes. The fractions containing t...